Dataset: the Open Reaction Database (ORD), a public repository of structured organic reaction records. Task: describe an organic reaction: reactants, conditions, products, and yield Reactants: OC[C@H](CC(C)C)NC(OC(C)(C)C)=O ((S)-tert-butyl (1-hydroxy-4-methylpentan-2-yl)carbamate), ClC=1C=CC2=C(C1)OC(C1=CN=CC=C12)C(F)(F)F (8-chloro-5-(trifluoromethyl)-5H-chromeno[3,4-c]pyridine). Yields the product CC(C[C@@H](COC=1C=CC2=C(C1)OC(C1=CN=CC=C12)C(F)(F)F)NC(OC(C)(C)C)=O)C (tert-butyl ((2S)-4-methyl-1-((5-(trifluoromethyl)-5H-chromeno[3,4-c]pyridin-8-yl)oxy)pentan-2-yl)carbamate). Isolated yield 49.0%. Reaction SMILES: [OH:1][CH2:2][C@@H:3]([NH:8][C:9](=[O:15])[O:10][C:11]([CH3:14])([CH3:13])[CH3:12])[CH2:4][CH:5]([CH3:7])[CH3:6].Cl[C:17]1[CH:18]=[CH:19][C:20]2[C:30]3[C:25](=[CH:26][N:27]=[CH:28][CH:29]=3)[CH:24]([C:31]([F:34])([F:33])[F:32])[O:23][C:21]=2[CH:22]=1>>[CH3:6][CH:5]([CH3:7])[CH2:4][C@H:3]([NH:8][C:9](=[O:15])[O:10][C:11]([CH3:13])([CH3:12])[CH3:14])[CH2:2][O:1][C:17]1[CH:18]=[CH:19][C:20]2[C:30]3[C:25](=[CH:26][N:27]=[CH:28][CH:29]=3)[CH:24]([C:31]([F:33])([F:34])[F:32])[O:23][C:21]=2[CH:22]=1. Procedure: Prepared as described in Example 8, Part C using (S)-tert-butyl (1-hydroxy-4-methylpentan-2-yl)carbamate and 8-chloro-5-(trifluoromethyl)-5H-chromeno[3,4-c]pyridine to afford tert-butyl ((2S)-4-methyl-1-((5-(trifluoromethyl)-5H-chromeno[3,4-c]pyridin-8-yl)oxy)pentan-2-yl)carbamate (0.28 g, 0.516 mmol, 49% yield) as a yellow solid. LCMS (ESI) m/e 467.2 [(M+H)+, calcd for C24H30F3N2O4 467.2]; LC/MS retention time (Method C): tR=2.19 min. Reactants: CCOC(=O)N1CCC(NC2CCC(n3c(=O)[nH]c4ccccc43)CC2)CC1, Cl, [Na+], [OH-]. Product: O=c1[nH]c2ccccc2n1C1CCC(NC2CCNCC2)CC1. As a reaction SMILES: [CH2:1]([O:2][C:3](=[O:4])[N:6]1[CH2:7][CH2:8][CH:9]([NH:12][CH:13]2[CH2:14][CH2:15][CH:16]([n:19]3[c:20](=[O:28])[nH:21][c:22]4[c:23]3[cH:24][cH:25][cH:26][cH:27]4)[CH2:17][CH2:18]2)[CH2:10][CH2:11]1)[CH3:5].[ClH:31].[Na+:30].[OH-:29]>>[NH:6]1[CH2:7][CH2:8][CH:9]([NH:12][CH:13]2[CH2:14][CH2:15][CH:16]([n:19]3[c:20](=[O:28])[nH:21][c:22]4[c:23]3[cH:24][cH:25][cH:26][cH:27]4)[CH2:17][CH2:18]2)[CH2:10][CH2:11]1. Starting materials: Cn1ccc2cc(OCc3ccccc3)ccc21, CCO, O=C[O-], [NH4+], [OH-], [OH-], [Pd+2]. The product is Cn1ccc2cc(O)ccc21. RXN SMILES: [CH2:1]([c:2]1[cH:3][cH:4][cH:5][cH:6][cH:7]1)[O:8][c:9]1[cH:10][c:11]2[cH:12][cH:13][n:14]([CH3:18])[c:15]2[cH:16][cH:17]1.[CH3:23][CH2:24][OH:25].[CH:19]([O-:20])=[O:21].[NH4+:22].[OH-:26].[OH-:28].[Pd+2:27]>>[OH:8][c:9]1[cH:10][c:11]2[cH:12][cH:13][n:14]([CH3:18])[c:15]2[cH:16][cH:17]1. Starting materials: C(C)(C)[Mg]Cl (isopropyl magnesium chloride), BrC=1C=NC=C(C1)Br (3,5-dibromo pyridine), FC(C(=O)C(F)(F)F)(F)F (Hexafluoroacetone). Run in C1CCOC1 (THF). Run at time 10 minute. Product: BrC=1C=C(C=NC1)C(C(F)(F)F)(C(F)(F)F)O (2-(5-bromopyridin-3-yl)-1,1,1,3,3,3-hexafluoropropan-2-ol). RXN SMILES: Br[C:2]1[CH:3]=[N:4][CH:5]=[C:6]([Br:8])[CH:7]=1.C([Mg]Cl)(C)C.[F:14][C:15]([F:23])([F:22])[C:16]([C:18]([F:21])([F:20])[F:19])=[O:17]>C1COCC1>[Br:8][C:6]1[CH:7]=[C:2]([C:16]([OH:17])([C:18]([F:21])([F:20])[F:19])[C:15]([F:23])([F:22])[F:14])[CH:3]=[N:4][CH:5]=1. Reported procedure: To a stirred solution of 3,5-dibromo pyridine 257 (1.09 g, 4.60 mmol) in dry THF cooled to 0° C., was added isopropyl magnesium chloride (2.4 mL, 4.8 mmol) drop wise while stirring for 10 min. Hexafluoroacetone (CF3—CO—CF3) 244 was added to the resulting reaction and continued stirring for another 2 h. After completion of the starting materials, the reaction was quenched with saturated ammonium chloride solution. The organic layer was separated and aqueous phase was extracted again with diethyl ...